The task is: describe an organic reaction: reactants, conditions, products, and yield. This data is from the Open Reaction Database (ORD), a public repository of structured organic reaction records. Reactants: BrC=1C(=CC(=C(C=O)C1)OC)OC (5-bromo-2,4-dimethoxybenzaldehyde), S1C(=CC=C1)B(O)O (thiophene-2-boronic acid), C1CCOC1 (THF), [F-].[K+] (KF), Pd(tBu3P)2. Run in O (H2O), CCOC(=O)C (EtOAc), O (H2O). Reaction conditions: temperature 60 celsius. The product is COC1=C(C=O)C=C(C(=C1)OC)C=1SC=CC1 (2,4-dimethoxy-5-thien-2-ylbenzaldehyde). Isolated yield 93.7%. Reaction SMILES: Br[C:2]1[C:3]([O:12][CH3:13])=[CH:4][C:5]([O:10][CH3:11])=[C:6]([CH:9]=1)[CH:7]=[O:8].[S:14]1[CH:18]=[CH:17][CH:16]=[C:15]1B(O)O.C1COCC1.[F-].[K+]>O.CCOC(C)=O>[CH3:11][O:10][C:5]1[CH:4]=[C:3]([O:12][CH3:13])[C:2]([C:15]2[S:14][CH:18]=[CH:17][CH:16]=2)=[CH:9][C:6]=1[CH:7]=[O:8] |f:3.4|. Reported procedure: Ex-1A: 5-bromo-2,4-dimethoxybenzaldehyde (20.3 g, 83 mmol), thiophene-2-boronic acid (11.6 g, 91 mmol) and THF (200 mL) were sequentially charged into a clean reaction vessel fitted with a reflux condenser, mechanical stirrer and nitrogen inlet adapter. Nitrogen was bubbled into the resulting solution for 20 min followed by the sequential addition of KF (10.1 g, 174 mmol), and Pd(tBu3P)2 (0.424 g, 0.83 mmol). The solution was immediately heated to 60° C. and aged for 1.5 h. The reaction was dilu... Reactants: I.FC=1C=C(C=C(C1N1N=C(N=C1)C)F)NC(=N)SC (Methyl 3,5-difluoro-4-(3-methyl-1H-1,2,4-triazol-1-yl)phenylcarbamimidothioate, hydroiodide), C(C)(C)N(C(C)C)CC (N,N-diisopropylethylamine), NN (hydrazine), ClCCCCC(C(=O)O)C1=CC=C(C=C1)OC(F)(F)F (6-chloro-2-(4-(trifluoromethoxy)phenyl)hexanoic acid), CN1CCOCC1 (N-methylmorpholine). Product: ClCCCCC(C1=CC=C(C=C1)OC(F)(F)F)C1=NC(=NN1)NC1=CC(=C(C(=C1)F)N1N=C(N=C1)C)F (5-(5-chloro-1-(4-(trifluoromethoxy)phenyl)pentyl)-N-(3,5-difluoro-4-(3-methyl-1H-1,2,4-triazol-1-yl)phenyl)-1H-1,2,4-triazol-3-amine). RXN SMILES: I.[F:2][C:3]1[CH:4]=[C:5]([NH:16][C:17](SC)=[NH:18])[CH:6]=[C:7]([F:15])[C:8]=1[N:9]1[CH:13]=[N:12][C:11]([CH3:14])=[N:10]1.[Cl:21][CH2:22][CH2:23][CH2:24][CH2:25][CH:26]([C:30]1[CH:35]=[CH:34][C:33]([O:36][C:37]([F:40])([F:39])[F:38])=[CH:32][CH:31]=1)[C:27](O)=O.CN1CCOCC1.C(N(CC)C(C)C)(C)C.[NH2:57][NH2:58]>>[Cl:21][CH2:22][CH2:23][CH2:24][CH2:25][CH:26]([C:27]1[NH:58][N:57]=[C:17]([NH:16][C:5]2[CH:4]=[C:3]([F:2])[C:8]([N:9]3[CH:13]=[N:12][C:11]([CH3:14])=[N:10]3)=[C:7]([F:15])[CH:6]=2)[N:18]=1)[C:30]1[CH:35]=[CH:34][C:33]([O:36][C:37]([F:38])([F:39])[F:40])=[CH:32][CH:31]=1 |f:0.1|. Reported procedure: Methyl 3,5-difluoro-4-(3-methyl-1H-1,2,4-triazol-1-yl)phenylcarbamimidothioate, hydroiodide (0.942 g, 2.92 mmol, from preparation R) and 6-chloro-2-(4-(trifluoromethoxy)phenyl)hexanoic acid (0.890 g, 2.86 mmol, from preparation AI) were coupled [N-methylmorpholine (0.1.26 mL, 11.0 mmol) was substituted for N,N-diisopropylethylamine] and then reacted with hydrazine (0.360 mL, 11.5 mmol) using a procedure analogous to Step A of Example 13. After an aqueous workup, crude 5-(5-chloro-1-(4-(trifluoro... RXN SMILES: [Cl:1][C:2]1[CH:9]=[C:6]([CH:7]=[O:8])[C:5]([OH:10])=[CH:4][CH:3]=1.[H-].[Na+].F[C:14]1[CH:19]=[CH:18][CH:17]=[CH:16][C:15]=1[N+:20]([O-:22])=[O:21]>CN(C)C=O>[Cl:1][C:2]1[CH:3]=[CH:4][C:5]([O:10][C:14]2[CH:19]=[CH:18][CH:17]=[CH:16][C:15]=2[N+:20]([O-:22])=[O:21])=[C:6]([CH:9]=1)[CH:7]=[O:8] |f:1.2|. Procedure: To a stirred solution of 5-chlorosalicylaldehyde (4.00 g) in N,N-dimethylformamide (40 mL) under nitrogen was added sodium hydride in portions (0.64 g). To the resulting reddish solution was added a solution of 1-fluoro-2-nitrobenzene (3.50 g) in N,N-dimethylformamide (10 mL) in one lot. The reaction was then stirred at 63° C. under nitrogen for 24 hours. The reaction was evaporated under vacuum, and the residue was partitioned between chloroform and 1 N NaOH. The layers were separated, and the ... Yields the product ClC=1C=CC(=C(C=O)C1)OC1=C(C=CC=C1)[N+](=O)[O-] (5-chloro-2-(2-nitrophenoxy)benzaldehyde). Reaction conditions: temperature 63 celsius, time 24 hour. Run in CN(C=O)C (N,N-dimethylformamide), CN(C=O)C (N,N-dimethylformamide). Starting materials: ClC1=CC=C(C(C=O)=C1)O (5-chlorosalicylaldehyde), [H-].[Na+] (sodium hydride), FC1=C(C=CC=C1)[N+](=O)[O-] (1-fluoro-2-nitrobenzene). The reactants are C(#N)CCCCCCCCCCC(=O)O (11-cyanoundecanoic acid), ClCC(=O)OC(CCl)=O (monochloroacetic anhydride), COC1=C(C=CC=C1)OC (1,2-dimethoxybenzene). Run in ClC(C)Cl (dichloroethane). Reaction conditions: temperature 75 celsius, time 6 hour. Product: C(#N)CCCCCCCCCCC(=O)C1=CC(=C(C=C1)OC)OC (4-(11-cyanoundecanoyl)-1,2-dimethoxybenzene). The yield is 85.7%. As a reaction SMILES: [C:1]([CH2:3][CH2:4][CH2:5][CH2:6][CH2:7][CH2:8][CH2:9][CH2:10][CH2:11][CH2:12][C:13]([OH:15])=O)#[N:2].ClCC(OC(=O)CCl)=O.[CH3:25][O:26][C:27]1[CH:32]=[CH:31][CH:30]=[CH:29][C:28]=1[O:33][CH3:34]>ClC(Cl)C>[C:1]([CH2:3][CH2:4][CH2:5][CH2:6][CH2:7][CH2:8][CH2:9][CH2:10][CH2:11][CH2:12][C:13]([C:30]1[CH:31]=[CH:32][C:27]([O:26][CH3:25])=[C:28]([O:33][CH3:34])[CH:29]=1)=[O:15])#[N:2]. Reported procedure: In 50 ml of dichloroethane were dissolved 10.5 g (0.05 mole) of 11-cyanoundecanoic acid and 10.26 g (0.06 mole) of monochloroacetic anhydride. To the resulting solution were added 8.98 g (0.065 mole) of 1,2-dimethoxybenzene and 0.71 g of boron trifluoridediethyl ether complex and the resulting mixture was then stirred at 75° C. for 6 hours. After completion of the reaction, the reaction solution was cooled and washed successively with water, 5% aqueous sodium carbonate solution and water. The or... Starting materials: ClC1=CC(=C(C=C1)N)NCC1CCCCC1 (4-Chloro-1-amino-2-(cyclohexylmethyl)aminobenzene), C(=O)(N1C=NC=C1)N1C=NC=C1 (1,1'-carbonyldiimidazole). Solvent: C(C)#N (acetonitrile). Product: ClC1=CC2=C(NC(N2CC2CCCCC2)=O)C=C1 (5-Chloro-3-cyclohexylmethyl-1,3-dihydro-2H-benzimidazol-2-one). The yield is 70.1%. Reaction SMILES: [Cl:1][C:2]1[CH:7]=[CH:6][C:5]([NH2:8])=[C:4]([NH:9][CH2:10][CH:11]2[CH2:16][CH2:15][CH2:14][CH2:13][CH2:12]2)[CH:3]=1.[C:17](N1C=CN=C1)(N1C=CN=C1)=[O:18]>C(#N)C>[Cl:1][C:2]1[CH:7]=[CH:6][C:5]2[NH:8][C:17](=[O:18])[N:9]([CH2:10][CH:11]3[CH2:12][CH2:13][CH2:14][CH2:15][CH2:16]3)[C:4]=2[CH:3]=1. Procedure details: A mixture of 7.2 g of the compound obtained in step B) and 6.7 g of 1,1'-carbonyldiimidazole in 100 ml of acetonitrile is refluxed for 5 minutes. The solvent is evaporated off under vacuum, the residue is taken up with water, extracted with DCM, washed with a saturated solution of NaHCO3 and dried over Na2SO4 and the solvent is evaporated off under vacuum. The residue is chromatographed on silica using a DCM/MeOH mixture (95/5; v/v) as the eluent to give 5.6 g of the expected product. M.p.=173° ... Reactants: N(=O)[O-].[Na+] (sodium nitrite), NC=1C=C(C2=C(OCCO2)C1)C(=O)O (7-amino-1,4-benzodioxane-5-carboxylic acid), Cl (hydrochloric acid), cuprous chloride, Cl (hydrochloric acid). Solvent: O (water), O (water). Conditions: temperature 5 celsius. Yields the product ClC=1C=C(C2=C(OCCO2)C1)C(=O)O (7-chloro-1,4-benzodioxane-5-carboxylic acid). The yield is 92.7%. As a reaction SMILES: N[C:2]1[CH:3]=[C:4]([C:12]([OH:14])=[O:13])[C:5]2[O:10][CH2:9][CH2:8][O:7][C:6]=2[CH:11]=1.N([O-])=O.[Na+].[ClH:19]>O>[Cl:19][C:2]1[CH:3]=[C:4]([C:12]([OH:14])=[O:13])[C:5]2[O:10][CH2:9][CH2:8][O:7][C:6]=2[CH:11]=1 |f:1.2|. Procedure details: 49 g of 7-amino-1,4-benzodioxane-5-carboxylic acid, 200 ml of water and 50 ml of hydrochloric acid were introduced into a balloon flask provided with an agitator and a thermometer. The mixture was cooled to 5° C. and then a solution of 17.5 g of sodium nitrite in 38 ml of water was added. The suspension was then poured into a solution of 20 g of cuprous chloride in 75 ml of hydrochloric acid. The precipitate was dried off, washed and dissolved in a solution of 42 g of sodium bicarbonate in 420 m... Reactants: C(C1=CC=CC=C1)N1C(C(CC1=O)(C)NCC1=CC=CC=C1)=O (1-benzyl-3-benzylamino-3-methylpyrrolidine-2,5-dione), C(OC)COC (dimethoxyethane), [H-].[Al+3].[Li+].[H-].[H-].[H-] (lithium aluminum hydride). Yields the product C(C1=CC=CC=C1)N1CC(CC1)(C)NCC1=CC=CC=C1 (1-Benzyl-3-benzylamino-3-methylpyrrolidine). Reaction SMILES: [CH2:1]([N:8]1[C:12](=O)[CH2:11][C:10]([NH:15][CH2:16][C:17]2[CH:22]=[CH:21][CH:20]=[CH:19][CH:18]=2)([CH3:14])[C:9]1=O)[C:2]1[CH:7]=[CH:6][CH:5]=[CH:4][CH:3]=1.C(COC)OC.[H-].[Al+3].[Li+].[H-].[H-].[H-]>>[CH2:1]([N:8]1[CH2:12][CH2:11][C:10]([NH:15][CH2:16][C:17]2[CH:22]=[CH:21][CH:20]=[CH:19][CH:18]=2)([CH3:14])[CH2:9]1)[C:2]1[CH:3]=[CH:4][CH:5]=[CH:6][CH:7]=1 |f:2.3.4.5.6.7|. Procedure details: 51 g of 93% pure 1-benzyl-3-benzylamino-3-methylpyrrolidine-2,5-dione (0.154 mol) are reduced in 330 ml of dimethoxyethane using 12.4 g (0.33 mol) of lithium aluminum hydride. The work up is carried out as in A of Example 5. Reactants: C(=O)C1=C2C=3[C@H](CN(C3C=C1)C(C1=CC=CC=C1)(C1=CC=CC=C1)C1=CC=CC=C1)C[C@@H](C2)N(CCC)CCC ((-)(2aR,4S)-6-formyl-1-trityl-4-(di-n-propylamino)-1,2,2a,3,4,5-hexahydrobenz[cd]indole), S(=O)(=O)(C1=CC=C(C)C=C1)C[N+]#[C-] (tosylmethyl isocyanide), C([O-])([O-])=O.[K+].[K+] (potassium carbonate). The solvent is CO (methanol). Product: O1C=NC=C1C1=C2C=3[C@H](CNC3C=C1)C[C@@H](C2)N(CCC)CCC ((-)(2aR,4S)-6-(5-oxazolyl)-4-(di-n-propylamino)-1,2,2a,3,4,5-hexahydrobenz[cd]indole). Isolated yield 153.6%. RXN SMILES: C([C:3]1[CH:11]=[CH:10][C:9]2[N:8](C(C3C=CC=CC=3)(C3C=CC=CC=3)C3C=CC=CC=3)[CH2:7][C@@H:6]3[CH2:31][C@H:32]([N:34]([CH2:38][CH2:39][CH3:40])[CH2:35][CH2:36][CH3:37])[CH2:33][C:4]=1[C:5]=23)=O.S([CH2:51][N+:52]#[C-:53])(C1C=CC(C)=CC=1)(=O)=O.[C:54](=[O:57])([O-])[O-].[K+].[K+]>CO>[O:57]1[C:54]([C:3]2[CH:11]=[CH:10][C:9]3[NH:8][CH2:7][C@@H:6]4[CH2:31][C@H:32]([N:34]([CH2:35][CH2:36][CH3:37])[CH2:38][CH2:39][CH3:40])[CH2:33][C:4]=2[C:5]=34)=[CH:53][N:52]=[CH:51]1 |f:2.3.4|. Procedure details: A reaction mixture of (-)(2aR,4S)-6-formyl-1-trityl-4-(di-n-propylamino)-1,2,2a,3,4,5-hexahydrobenz[cd]indole (1.06 g, 2 mmol), tosylmethyl isocyanide (390 mg, 2 mmol) and potassium carbonate (304 mg, 2.2 mmol) in 100 ml of methanol was stirred at reflux temperature under a nitrogen atomosphere for 16 hours. The reaction mixture was concentrated to dryness and water was added to the residue. The aqueous mixture was extracted with ethyl acetate. The ethyl acetate solution was washed with a satura... Reactants: S(=O)([O-])[O-].[Na+].[Na+] (sodium sulfite), BrBr (bromine), COC(C1=CC(=C(C=C1)O)F)=O (3-fluoro-4-hydroxy-benzoic acid methyl ester), [Cl-].[Na+] (sodium chloride), C(C)(=O)OC (methyl acetate). The solvent is O (water), C(Cl)Cl (DCM), C(C)(=O)O (acetic acid), O (water). Reaction conditions: time 30 minute. Yields the product COC(C1=CC(=C(C(=C1)F)O)Br)=O (3-Bromo-5-fluoro-4-hydroxy-benzoic acid methyl ester). RXN SMILES: [Br:1]Br.[CH3:3][O:4][C:5](=[O:14])[C:6]1[CH:11]=[CH:10][C:9]([OH:12])=[C:8]([F:13])[CH:7]=1.C(OC)(=O)C.S([O-])([O-])=O.[Na+].[Na+].[Cl-].[Na+]>C(Cl)Cl.C(O)(=O)C.O>[CH3:3][O:4][C:5](=[O:14])[C:6]1[CH:7]=[C:8]([F:13])[C:9]([OH:12])=[C:10]([Br:1])[CH:11]=1 |f:3.4.5,6.7|. Reported procedure: During 30 min, 5.64 g (35.27 mmol) of bromine were added to a solution of 5.00 g (29.39 mmol) of 3-fluoro-4-hydroxy-benzoic acid methyl ester in 30 ml of DCM and 30 ml of acetic acid at 0° C. After stirring overnight, 200 ml of methyl acetate were added. The resulting solution was extracted with a solution of 7.56 g (60 mmol) of sodium sulfite in 50 ml of water, a saturated sodium chloride solution and water. The organic phase was dried over sodium sulfate, filtered and evaporated. The resulting... The reactants are [OH-].[Na+] (sodium hydroxide), NC1=CC=C(C=C1)C1=NC2CCN(CC2C2=C1C=C(C(=C2)OC)OC)C (6-(4-aminophenyl)-8,9-dimethoxy-2-methyl-1,2,3,4,4a,10b-hexahydro-benzo[c][1,6]naphthyridine), O (water), C(C1=CC=CC=C1)(=O)Cl (benzoylchloride). The solvent is N1=CC=CC=C1 (pyridine). Reaction conditions: time 15 hour. The product is C(C1=CC=CC=C1)(=O)NC1=CC=C(C=C1)C1=N[C@H]2CCN(C[C@H]2C2=C1C=C(C(=C2)OC)OC)C (cis-6-(4-Benzoylaminophenyl)-8,9-dimethoxy-2-methyl-1,2,3,4,4a,10b-hexahydro-benzo[c][1,6]naphthyridine). Reaction SMILES: [NH2:1][C:2]1[CH:7]=[CH:6][C:5]([C:8]2[C:17]3[CH:18]=[C:19]([O:24][CH3:25])[C:20]([O:22][CH3:23])=[CH:21][C:16]=3[CH:15]3[CH:10]([CH2:11][CH2:12][N:13]([CH3:26])[CH2:14]3)[N:9]=2)=[CH:4][CH:3]=1.[C:27](Cl)(=[O:34])[C:28]1[CH:33]=[CH:32][CH:31]=[CH:30][CH:29]=1.O.[OH-].[Na+]>N1C=CC=CC=1>[C:27]([NH:1][C:2]1[CH:7]=[CH:6][C:5]([C:8]2[C:17]3[CH:18]=[C:19]([O:24][CH3:25])[C:20]([O:22][CH3:23])=[CH:21][C:16]=3[C@H:15]3[C@H:10]([CH2:11][CH2:12][N:13]([CH3:26])[CH2:14]3)[N:9]=2)=[CH:4][CH:3]=1)(=[O:34])[C:28]1[CH:33]=[CH:32][CH:31]=[CH:30][CH:29]=1 |f:3.4|. Procedure details: 2 g of 6-(4-aminophenyl)-8,9-dimethoxy-2-methyl-1,2,3,4,4a,10b-hexahydro-benzo[c][1,6]naphthyridine are dissolved in 30 ml of pyridine, 1 g of benzoylchloride is added to the solution and the reaction mixture is allowed to stand at room temperature for 15 hours. The reaction mixture is then treated with 10 ml of water, allowed to stand for 10 minutes and is then reduced in volume under vacuum. The resulting residue is rendered alkaline with dilute sodium hydroxide and is then extracted with meth...